describe an organic reaction: reactants, conditions, products, and yield From a dataset of the Open Reaction Database (ORD), a public repository of structured organic reaction records. RXN SMILES: [C:1]([C:3]1[CH:8]=[CH:7][C:6]([C:9]2[CH:14]=[CH:13][C:12]([OH:15])=[CH:11][CH:10]=2)=[CH:5][CH:4]=1)#[N:2].N1C=CC=CC=1.[C:22](Cl)(=[O:30])[CH2:23][CH2:24][CH2:25][CH2:26][CH2:27][CH2:28][CH3:29]>C1C=CC=CC=1>[C:22]([O:15][C:12]1[CH:13]=[CH:14][C:9]([C:6]2[CH:5]=[CH:4][C:3]([C:1]#[N:2])=[CH:8][CH:7]=2)=[CH:10][CH:11]=1)(=[O:30])[CH2:23][CH2:24][CH2:25][CH2:26][CH2:27][CH2:28][CH3:29]. Procedure: 0.390 G. of 4'-cyano-4-hydroxy-biphenyl are dissolved in 4.0 ml. of absolute pyridine and reacted with 0.390 g. of caprylic acid chloride as in Example 1. The 0.671 g. of yellowish crystals obtained according to the procedure described in Example 1 are dissolved in benzene and chromatographed on 40 g. of silica gel. Benzene elutes 0.586 g. of colorless crytals which are recrystallized from acetone-hexane up to constant melting point and clearing point. The pure 4'-cyano-4-biphenylyl octanoate ob... The solvent is C1=CC=CC=C1 (benzene). The reactants are C(#N)C1=CC=C(C=C1)C1=CC=C(C=C1)O (4'-cyano-4-hydroxy-biphenyl), N1=CC=CC=C1 (pyridine), C(CCCCCCC)(=O)Cl (caprylic acid chloride). The product is C(CCCCCCC)(=O)OC1=CC=C(C=C1)C1=CC=C(C=C1)C#N (4'-cyano-4-biphenylyl octanoate). The reactants are Cl.ClC=1C=CC(=NC1)NC(=O)C=1C=NC=CC1NC(=O)C1CCN(CC1)C(C)C (N-(5-chloropyridin-2-yl)-4-[(1-isopropylpiperidin-4-ylcarbonyl)amino]pyridine-3-carboxamide hydrochloride), FC(C(=O)O)(F)F.ClC=1C=CC(=NC1)NC(=O)C=1C=NC=CC1NC(=O)C1CCNCC1 (N-(5-chloropyridin-2-yl)-4-[(piperidin-4-ylcarbonyl)amino]pyridine-3-carboxamide trifluoroacetate). Run in CC(=O)C (acetone). Product: Cl.Cl.ClC=1C=CC(=NC1)NC(=O)C=1C=NC=CC1NC(=O)C1CCN(CC1)C(C)C (N-(5-Chloropyridin-2-yl)-4-[(1-isopropylpiperidin-4-ylcarbonyl)amino]pyridine-3-carboxamide Dihydrochloride). Reaction SMILES: Cl.[Cl:2][C:3]1[CH:4]=[CH:5][C:6]([NH:9][C:10]([C:12]2[CH:13]=[N:14][CH:15]=[CH:16][C:17]=2[NH:18][C:19]([CH:21]2[CH2:26][CH2:25][N:24]([CH:27]([CH3:29])[CH3:28])[CH2:23][CH2:22]2)=[O:20])=[O:11])=[N:7][CH:8]=1.FC(F)(F)C(O)=O.[Cl:37]C1C=CC(NC(C2C=NC=CC=2NC(C2CCNCC2)=O)=O)=NC=1>CC(C)=O>[ClH:2].[ClH:37].[Cl:2][C:3]1[CH:4]=[CH:5][C:6]([NH:9][C:10]([C:12]2[CH:13]=[N:14][CH:15]=[CH:16][C:17]=2[NH:18][C:19]([CH:21]2[CH2:22][CH2:23][N:24]([CH:27]([CH3:29])[CH3:28])[CH2:25][CH2:26]2)=[O:20])=[O:11])=[N:7][CH:8]=1 |f:0.1,2.3,5.6.7|. Reported procedure: By methods substantially equivalent to those described in example 6-C, N-(5-chloropyridin-2-yl)-4-[(1-isopropylpiperidin-4-ylcarbonyl)amino]pyridine-3-carboxamide hydrochloride (0.219 g, 50%) was prepared from N-(5-chloropyridin-2-yl)-4-[(piperidin-4-ylcarbonyl)amino]pyridine-3-carboxamide trifluoroacetate and acetone. The compound was purified by preparative RPHPLC (C18), eluting with a linear gradient of 95/5 to 60/40 (0.01% HCl/acetonitrile) over 200 min. The reactants are ClC=1C=C(C(=O)OO)C=CC1 (3-Chloroperoxybenzoic acid), FC=1C=CC(=C(N(C=O)C)C1)C(CS(=O)C)=O (5'-fluoro-N-methyl-2'-methylsulphinylacetylformanilide). The solvent is ClCCl (dichloromethane). Run at time 2 hour. The product is FC=1C=CC(=C(N(C=O)C)C1)C(CS(=O)(=O)C)=O (5'-fluoro-N-methyl-2'-methylsulphonylacetylformanilide). Reaction SMILES: ClC1C=C(C=CC=1)C(OO)=[O:6].[F:12][C:13]1[CH:14]=[CH:15][C:16]([C:23](=[O:28])[CH2:24][S:25]([CH3:27])=[O:26])=[C:17]([CH:22]=1)[N:18]([CH3:21])[CH:19]=[O:20]>ClCCl>[F:12][C:13]1[CH:14]=[CH:15][C:16]([C:23](=[O:28])[CH2:24][S:25]([CH3:27])(=[O:6])=[O:26])=[C:17]([CH:22]=1)[N:18]([CH3:21])[CH:19]=[O:20]. Reported procedure: 3-Chloroperoxybenzoic acid (0.63 g) was added to a solution of 5'-fluoro-N-methyl-2'-methylsulphinylacetylformanilide (0.78 g), prepared in a similar manner to that described in Example 8, in dichloromethane (25 ml). The mixture was stirred at ambient temperature for 2 hours and then washed with saturated aqueous sodium hydrogen carbonate solution (2×20 ml) and water (2×20 ml). Evaporation in vacuo gave an oil which was crystallised from toluene gave to give 5'-fluoro-N-methyl-2'-methylsulphonyl...